From a dataset of the Open Reaction Database (ORD), a public repository of structured organic reaction records. describe an organic reaction: reactants, conditions, products, and yield Yields the product COC([C@@H](NC(C1=C(C=C(C=C1)SC(=O)NC=1SC=CN1)C1=CC=CC=C1)=O)CCSC)=O ({2-Phenyl-4-[(thiazol-2-ylamino)carbonylthio]benzoyl}-methionine methyl ester). Solvent: C1CCOC1 (THF). Reaction SMILES: [CH3:1][O:2][C:3](=[O:25])[C@H:4]([CH2:21][CH2:22][S:23][CH3:24])[NH:5][C:6](=[O:20])[C:7]1[CH:12]=[CH:11][C:10]([SH:13])=[CH:9][C:8]=1[C:14]1[CH:19]=[CH:18][CH:17]=[CH:16][CH:15]=1.[S:26]1[CH:30]=[CH:29][N:28]=[C:27]1[N:31]=[C:32]=[O:33]>C1COCC1>[CH3:1][O:2][C:3](=[O:25])[C@H:4]([CH2:21][CH2:22][S:23][CH3:24])[NH:5][C:6](=[O:20])[C:7]1[CH:12]=[CH:11][C:10]([S:13][C:32]([NH:31][C:27]2[S:26][CH:30]=[CH:29][N:28]=2)=[O:33])=[CH:9][C:8]=1[C:14]1[CH:15]=[CH:16][CH:17]=[CH:18][CH:19]=1. Starting materials: thiol, COC([C@@H](NC(C1=C(C=C(C=C1)S)C1=CC=CC=C1)=O)CCSC)=O (2-phenyl-4-mercaptobenzoyl-methionine methyl ester), 12F, S1C(=NC=C1)N=C=O (Thiazol-2-ylisocyanate). Procedure: A solution of 2-phenyl-4-mercaptobenzoyl-methionine methyl ester from example 12E or 12F (1.0 mmol) and the isocyanate prepared in example 29A (1.0 mmol) in THF is refluxed until TLC shows no thiol left. The solvent is then evaporated in vacuo, and the residue is purified by column chromatography on silica gel to give the title compound. The reactants are CN1C2=CC[C@H]3[C@@H]4CC[C@@H]([C@@]4(C)CC[C@@H]3[C@]2(CCC1=O)C)C(=O)O (4-methyl-3-oxo-4-azaandrost-5-ene-17β-carboxylic acid), C1(=CC=CC=C1)CC(C=1SC=CC1)N (2-phenyl-1-(2-thienyl)ethylamine). The product is C1(=CC=CC=C1)CC(C=1SC=CC1)NC(=O)[C@@H]1[C@]2(C)[C@@H](CC1)[C@@H]1CC=C3N(C(CC[C@]3(C)[C@H]1CC2)=O)C (N-[2-Phenyl-1-(2-thienyl)ethyl]-4-methyl-3-oxo-4-azaandrost-5-ene-17β-carboxamide). Isolated yield 48.0%. RXN SMILES: [CH3:1][N:2]1[C:19](=[O:20])[CH2:18][CH2:17][C@@:16]2([CH3:21])[C:3]1=[CH:4][CH2:5][C@@H:6]1[C@@H:15]2[CH2:14][CH2:13][C@@:11]2([CH3:12])[C@H:7]1[CH2:8][CH2:9][C@@H:10]2[C:22](O)=[O:23].[C:25]1([CH2:31][CH:32]([NH2:38])[C:33]2[S:34][CH:35]=[CH:36][CH:37]=2)[CH:30]=[CH:29][CH:28]=[CH:27][CH:26]=1>>[C:25]1([CH2:31][CH:32]([NH:38][C:22]([C@H:10]2[CH2:9][CH2:8][C@H:7]3[C@H:6]4[C@H:15]([CH2:14][CH2:13][C@:11]23[CH3:12])[C@:16]2([CH3:21])[C:3]([N:2]([CH3:1])[C:19](=[O:20])[CH2:18][CH2:17]2)=[CH:4][CH2:5]4)=[O:23])[C:33]2[S:34][CH:35]=[CH:36][CH:37]=2)[CH:26]=[CH:27][CH:28]=[CH:29][CH:30]=1. Procedure: The title compound was prepared in a yield of 48% in a similar manner to that described in Example 1 by reacting 4-methyl-3-oxo-4-azaandrost-5-ene-17β-carboxylic acid (prepared as described in Preparation 5) and 2-phenyl-1-(2-thienyl)ethylamine. Reactants: C[O-].[Na+] (Sodium methoxide), C(C1=CC=CC=C1)OC(NC[C@@H](CO)O)=O ((S)-2,3-Dihydroxy-1-propylcarbamate benzyl ester), 1-Chlorocarbonyl-1-methylethylacetate, C(=O)(O)[O-].[Na+] (NaHCO3), C(=O)(O)[O-].[Na+] (NaHCO3). Solvent: C(Cl)(Cl)Cl (CHCl3). Run at time 3 hour. The product is C(C1=CC=CC=C1)OC(NC[C@H]1CO1)=O ((S)-2,3-epoxy-1-propylcarbamate benzyl ester). The yield is 90.0%. RXN SMILES: [CH2:1]([O:8][C:9](=[O:16])[NH:10][CH2:11][C@H:12]([OH:15])[CH2:13]O)[C:2]1[CH:7]=[CH:6][CH:5]=[CH:4][CH:3]=1.C([O-])(O)=O.[Na+].C[O-].[Na+]>C(Cl)(Cl)Cl>[CH2:1]([O:8][C:9](=[O:16])[NH:10][CH2:11][C@@H:12]1[O:15][CH2:13]1)[C:2]1[CH:7]=[CH:6][CH:5]=[CH:4][CH:3]=1 |f:1.2,3.4|. Reported procedure: (S)-2,3-Dihydroxy-1-propylcarbamate benzyl ester (2.11 g, 0.01 mol) in 100 ml flask was dissolved in CHCl3 (30 ml). 1-Chlorocarbonyl-1-methylethylacetate (1.8 ml, 0.013 mol) was added and stirred for 3 hours at ambient temperature. Sat. aqueous solution of NaHCO3 (20 ml) was added and extracted three times with ethyl acetate (50 ml). The organic layer was evaporated and dissolved in THF (50 ml). Sodium methoxide (0.53 g, 0.01 mol) was added and stirred for 6 hours. Sat. aqueous solution of NaHCO... Starting materials: NC1=C(C#N)C=CC(=C1)Br (2-amino-4-bromo-benzonitrile), C(C)(=O)[O-].[Na+] (sodium acetate), [OH-].[Na+] (NaOH). Product: BrC1=CC=C2C(NC=NC2=C1)=O (7-bromo-3H-quinazolin-4-one). Procedure: To a solution of 2-amino-4-bromo-benzonitrile (550 mg, 2.79 mmol) in formic acid, add sodium acetate (435 mg, 5.30 mmol) in one portion. Reflux the reaction mixture for 16 h then remove the formic acid under reduced pressure to give a solid. Add 20% aqueous NaOH and stir for 1 hour. Remove the undissolved solids via filtration and acidify the filtrate with 12N HCl to produce a white solid. Collect the solid via filtration and wash it with water (5×) and ether (1×) to give 7-bromo-3H-quinazolin-4... RXN SMILES: [NH2:1][C:2]1[CH:9]=[C:8]([Br:10])[CH:7]=[CH:6][C:3]=1[C:4]#[N:5].[C:11]([O-])(=O)C.[Na+].[OH-:16].[Na+]>C(O)=O>[Br:10][C:8]1[CH:9]=[C:2]2[C:3]([C:4](=[O:16])[NH:5][CH:11]=[N:1]2)=[CH:6][CH:7]=1 |f:1.2,3.4|. Run in C(=O)O (formic acid). Conditions: time 1 hour. Starting materials: [Br-].C(C)OC(=O)NC1=CC=[N+](C=C1)CC(=O)C1=CC(=C(C=C1)[N+](=O)[O-])OC (4-[N-(ethoxycarbonyl)amino]-1-[2-(3-methoxy-4-nitrophenyl)-2-oxoethyl]pyridinium bromide), C(\C=C\C)(=O)OCC1=CC=CC=C1 (benzyl crotonate). Reagents/catalysts: [O-2].[Mn+2] (manganese oxide). Product: C(C)OC(=O)NC=1C=CN2C(=C(C(=C2C1)C(=O)OCC1=CC=CC=C1)C)C(C1=CC(=C(C=C1)[N+](=O)[O-])OC)=O (Benzyl [7-{N-(ethoxycarbonyl)amino}-3-(3-methoxy-4-nitrobenzoyl)-2-methylindolizin-1-yl]carboxylate). Yield: 26.0%. RXN SMILES: [Br-].[CH2:2]([O:4][C:5]([NH:7][C:8]1[CH:13]=[CH:12][N+:11]([CH2:14][C:15]([C:17]2[CH:22]=[CH:21][C:20]([N+:23]([O-:25])=[O:24])=[C:19]([O:26][CH3:27])[CH:18]=2)=[O:16])=[CH:10][CH:9]=1)=[O:6])[CH3:3].[C:28]([O:33][CH2:34][C:35]1[CH:40]=[CH:39][CH:38]=[CH:37][CH:36]=1)(=[O:32])/[CH:29]=[CH:30]/[CH3:31]>[O-2].[Mn+2]>[CH2:2]([O:4][C:5]([NH:7][C:8]1[CH:13]=[CH:12][N:11]2[C:10]([CH:9]=1)=[C:29]([C:28]([O:33][CH2:34][C:35]1[CH:40]=[CH:39][CH:38]=[CH:37][CH:36]=1)=[O:32])[C:30]([CH3:31])=[C:14]2[C:15](=[O:16])[C:17]1[CH:22]=[CH:21][C:20]([N+:23]([O-:25])=[O:24])=[C:19]([O:26][CH3:27])[CH:18]=1)=[O:6])[CH3:3] |f:0.1,3.4|. Procedure: This compound is prepared according to the same method as that described in Example 47 Step B from 1.8 g (4.1 mmol) of 4-[N-(ethoxycarbonyl)amino]-1-[2-(3-methoxy-4-nitrophenyl)-2-oxoethyl]pyridinium bromide with benzyl crotonate in the presence of manganese oxide as oxidizing agent. 573 mg of a yellow powder are obtained. Starting materials: CC(=O)N1CCC(CN)CC1, S=C=Nc1ccc(Cl)cc1, C1CCOC1. Product: CC(=O)N1CCC(CNC(=S)Nc2ccc(Cl)cc2)CC1. RXN SMILES: [C:1]([CH3:2])(=[O:3])[N:4]1[CH2:5][CH2:6][CH:7]([CH2:10][NH2:11])[CH2:8][CH2:9]1.[Cl:12][c:13]1[cH:14][cH:15][c:16]([N:19]=[C:20]=[S:21])[cH:17][cH:18]1.[O:22]1[CH2:23][CH2:24][CH2:25][CH2:26]1>>[C:1]([CH3:2])(=[O:3])[N:4]1[CH2:5][CH2:6][CH:7]([CH2:10][NH:11][C:20]([NH:19][c:16]2[cH:15][cH:14][c:13]([Cl:12])[cH:18][cH:17]2)=[S:21])[CH2:8][CH2:9]1. Reactants: ClC1=NC2=CC(=C(C=C2C=C1C#N)OC)OC (2-chloro-6,7-dimethoxy-3-quinolinecarbonitrile), resultant mixture, [OH-].[K+] (potassium hydroxide), SCC(=O)N (2-mercaptoacetamide). The solvent is O (water), O (water), CN(C=O)C (dimethylformamide), O (water). Reaction conditions: time 30 minute. Yields the product NC1=C(SC2=NC3=CC(=C(C=C3C=C21)OC)OC)C(=O)N (3-amino-6,7-dimethoxy thieno[2,3-b]quinoline-2-carboxamide). As a reaction SMILES: Cl[C:2]1[C:11]([C:12]#[N:13])=[CH:10][C:9]2[C:4](=[CH:5][C:6]([O:16][CH3:17])=[C:7]([O:14][CH3:15])[CH:8]=2)[N:3]=1.[SH:18][CH2:19][C:20]([NH2:22])=[O:21].[OH-].[K+]>CN(C)C=O.O>[NH2:13][C:12]1[C:11]2[C:2](=[N:3][C:4]3[C:9]([CH:10]=2)=[CH:8][C:7]([O:14][CH3:15])=[C:6]([O:16][CH3:17])[CH:5]=3)[S:18][C:19]=1[C:20]([NH2:22])=[O:21] |f:2.3|. Procedure: To a mixture of 20 g of 2-chloro-6,7-dimethoxy-3-quinolinecarbonitrile in 500 ml of dimethylformamide was added 20 g of 2-mercaptoacetamide. To the resultant mixture was added dropwise a solution of 15 g of potassium hydroxide in 100 ml of water. The mixture was stirred at room temperature for 30 minutes and enough additional water was added to give a homogeneous solution. The mixture was stirred at room temperature for 16 hours and then poured into 4 liters of water. The yellow precipitate whic...